This data is from the Open Reaction Database (ORD), a public repository of structured organic reaction records. The task is: describe an organic reaction: reactants, conditions, products, and yield The reactants are CCCC1=Nc2ccc(I)cc2C(=O)N1Cc3ccc(cc3)c4ccccc4S(=O)(=O)NC(C)(C)C, CC1(C)OB(OC1(C)C)c2cccc(c2)C3(CC3)NC(=O)OCc4ccccc4. The reagents and catalysts are CCN=P(N=P(N(C)C)(N(C)C)N(C)C)(N(C)C)N(C)C (P2-Et), CC(C)c1cc(C(C)C)c(-c2ccccc2[PH](C(C)(C)C)(C(C)(C)C)[Pd]2(OS(C)(=O)=O)Nc3ccccc3-c3ccccc32)c(C(C)C)c1 (tBuXphos G3). The solvent is CS(C)=O (DMSO), O (water), CS(C)=O (DMSO), CS(C)=O (DMSO), CS(C)=O (DMSO). Conditions: time 22 hour. Yields the product CCCC1=Nc2ccc(cc2C(=O)N1Cc3ccc(cc3)c4ccccc4S(=O)(=O)NC(C)(C)C)c5cccc(c5)C6(CC6)NC(=O)OCc7ccccc7, CCCC1=Nc2ccc(I)cc2C(=O)N1Cc3ccc(cc3)c4ccccc4S(=O)(=O)NC(C)(C)C, c1ccc(-c2ccccc2)cc1.